Dataset: the Open Reaction Database (ORD), a public repository of structured organic reaction records. Task: describe an organic reaction: reactants, conditions, products, and yield Starting materials: ClC=1C=C(C(=O)OC)C=C(C1O)Cl (methyl 3,5-dichloro-4-hydroxybenzoate), C(C)(C)(C)OC(=O)N1[C@H](CO)CCC1 (N-tert-butoxycarbonylprolinol), C1=CC=C(C=C1)P(C2=CC=CC=C2)C3=CC=CC=C3 (Ph3P), CC(C)OC(=O)/N=N/C(=O)OC(C)C (DIAD). The solvent is C1CCOC1 (THF). Conditions: time 3 day. Product: C(C)(C)(C)OC(=O)N1C(CCC1)COC1=C(C=C(C(=O)OC)C=C1Cl)Cl (methyl 4-[1-(tert-butoxycarbonyl)-2-pyrrolidinyl]methoxy-3,5-dichlorobenzoate). The yield is 90.1%. As a reaction SMILES: [Cl:1][C:2]1[CH:3]=[C:4]([CH:9]=[C:10]([Cl:13])[C:11]=1[OH:12])[C:5]([O:7][CH3:8])=[O:6].[C:14]([O:18][C:19]([N:21]1[CH2:27][CH2:26][CH2:25][C@H:22]1[CH2:23]O)=[O:20])([CH3:17])([CH3:16])[CH3:15].C1C=CC(P(C2C=CC=CC=2)C2C=CC=CC=2)=CC=1.CC(OC(/N=N/C(OC(C)C)=O)=O)C>C1COCC1>[C:14]([O:18][C:19]([N:21]1[CH2:27][CH2:26][CH2:25][CH:22]1[CH2:23][O:12][C:11]1[C:2]([Cl:1])=[CH:3][C:4]([C:5]([O:7][CH3:8])=[O:6])=[CH:9][C:10]=1[Cl:13])=[O:20])([CH3:17])([CH3:15])[CH3:16]. Procedure details: To a stirred solution of methyl 3,5-dichloro-4-hydroxybenzoate (600 mg, 2.714 mmol), N-tert-butoxycarbonylprolinol (546 mg, 2.714 mmol), and Ph3P (854 mg, 3.257 mmol) in THF (10 mL) was added dropwise DIAD (0.68 mL, 3.283 mmol) at room temp and the mixture was stirred for 3 days at room temp, and for 18 hr at 70° C. The reaction mixture was concentrated and the residue was chromatographed on silica-gel with n-hexane-EtOAc (6:1, v/v) as eluent to give 988.8 mg (90%) methyl 4-[1-(tert-butoxycarbon... The reactants are C1CNCCN1, CN1CCCC1=O, CC(C)Cn1c(Cl)nc2c(N3CCOCC3)nc(-c3cnc(N)nc3)nc21. Product: CC(C)Cn1c(N2CCNCC2)nc2c(N3CCOCC3)nc(-c3cnc(N)nc3)nc21. Reaction SMILES: [CH2:1]1[CH2:2][NH:3][CH2:4][CH2:5][NH:6]1.[CH3:34][N:35]1[CH2:36][CH2:37][CH2:38][C:39]1=[O:40].[Cl:7][c:8]1[n:9]([CH2:30][CH:31]([CH3:32])[CH3:33])[c:10]2[n:11][c:12](-[c:23]3[cH:24][n:25][c:26]([NH2:29])[n:27][cH:28]3)[n:13][c:14]([N:17]3[CH2:18][CH2:19][O:20][CH2:21][CH2:22]3)[c:15]2[n:16]1>>[CH2:1]1[CH2:2][N:3]([c:8]2[n:9]([CH2:30][CH:31]([CH3:32])[CH3:33])[c:10]3[n:11][c:12](-[c:23]4[cH:24][n:25][c:26]([NH2:29])[n:27][cH:28]4)[n:13][c:14]([N:17]4[CH2:18][CH2:19][O:20][CH2:21][CH2:22]4)[c:15]3[n:16]2)[CH2:4][CH2:5][NH:6]1. Starting materials: HCl, O.[OH-].[Li+] (lithium hydroxide monohydrate), CN (methylamine), BrCC1=CC(=NC(=N1)C(F)(F)F)C(=O)OCC (ethyl 6-(bromomethyl)-2-(trifluoromethyl)pyrimidine-4-carboxylate). The solvent is O (water), C(Cl)Cl (methylene chloride). Yields the product CNCC1=CC(=NC(=N1)C(F)(F)F)C(=O)O (6-[(methylamino)methyl]-2-(trifluoromethyl)pyrimidine-4-carboxylic acid). Reaction SMILES: [CH3:1][NH2:2].Br[CH2:4][C:5]1[N:10]=[C:9]([C:11]([F:14])([F:13])[F:12])[N:8]=[C:7]([C:15]([O:17]CC)=[O:16])[CH:6]=1.O.[OH-].[Li+]>C(Cl)Cl.O>[CH3:1][NH:2][CH2:4][C:5]1[N:10]=[C:9]([C:11]([F:12])([F:13])[F:14])[N:8]=[C:7]([C:15]([OH:17])=[O:16])[CH:6]=1 |f:2.3.4|. Procedure: A solution of methylamine (33 wt % in Ethanol, 1.12 mmol, Aldrich) was added portionwise to a solution of ethyl 6-(bromomethyl)-2-(trifluoromethyl)pyrimidine-4-carboxylate (0.150 g, 0.321 mmol, Example 5, Step A) in methylene chloride (3.0 mL), until reaction was complete. Solvent was removed in vacuo. The residue was dissolved in tetrahydrofuran (7.0 mL) and water (2.0 mL), and lithium hydroxide monohydrate (0.135 g, 3.21 mmol) was added. After a 5 minute reaction time, the mixture was treated ... Starting materials: O=C([O-])[O-], CC(C)=O, O=[N+]([O-])c1ccc(F)cc1O, CC(C)I, [K+], [K+]. Yields the product CC(C)Oc1cc(F)ccc1[N+](=O)[O-]. Reaction SMILES: [C:16](=[O:17])([O-:18])[O-:19].[CH3:22][C:23](=[O:24])[CH3:25].[F:1][c:2]1[cH:3][cH:4][c:5]([N+:9](=[O:10])[O-:11])[c:6]([OH:8])[cH:7]1.[I:12][CH:13]([CH3:14])[CH3:15].[K+:20].[K+:21]>>[F:1][c:2]1[cH:3][cH:4][c:5]([N+:9](=[O:10])[O-:11])[c:6]([O:8][CH:13]([CH3:14])[CH3:15])[cH:7]1. Starting materials: P(=O)(Cl)(Cl)Cl (phosphorus oxychloride), C(C)(C)(C)OC(=O)CON=C(C(=O)O)C1=NC(=CC=C1)NC=O (2-(tert-Butoxycarbonylmethoxyimino)-2-(6-formamidopyridin-2-yl)acetic acid), NC1[C@@H]2N(C(=C(CS2)C=C)C(=O)OC(C2=CC=CC=C2)C2=CC=CC=C2)C1=O (benzhydryl 7-amino-3-vinyl-3-cephem-4-carboxylate), C[Si](C)(C)CC(=O)N (trimethylsilylacetamide). Solvent: O1CCCC1 (tetrahydrofuran), CN(C=O)C (N,N-dimethylformamide), C(C)(=O)OCC (ethyl acetate), O (water), C(Cl)Cl (methylene chloride). Product: C[N+](=CCl)C.[Cl-] (Vilsmeier reagent), C(C)(C)(C)OC(=O)CON=C(C(=O)NC1[C@@H]2N(C(=C(CS2)C=C)C(=O)OC(C2=CC=CC=C2)C2=CC=CC=C2)C1=O)C1=NC(=CC=C1)NC=O (benzhydryl 7-[2-(tert-butoxycarbonylmethoxyimino)-2-(6-formamidopyridin-2-yl)acetamido] -3-vinyl-3-cephem-4-carboxylate). Reaction SMILES: P(Cl)(Cl)([Cl:3])=O.[C:6]([O:10][C:11]([CH2:13][O:14][N:15]=[C:16]([C:20]1[CH:25]=[CH:24][CH:23]=[C:22]([NH:26][CH:27]=[O:28])[N:21]=1)[C:17]([OH:19])=O)=[O:12])([CH3:9])([CH3:8])[CH3:7].[NH2:29][CH:30]1[C:55](=[O:56])[N:32]2[C:33]([C:39]([O:41][CH:42]([C:49]3[CH:54]=[CH:53][CH:52]=[CH:51][CH:50]=3)[C:43]3[CH:48]=[CH:47][CH:46]=[CH:45][CH:44]=3)=[O:40])=[C:34]([CH:37]=[CH2:38])[CH2:35][S:36][C@H:31]12.C[Si](CC(N)=O)(C)C>O1CCCC1.C(Cl)Cl.C(OCC)(=O)C.O.CN(C)C=O>[CH3:31][N+:32]([CH3:55])=[CH:33][Cl:3].[Cl-:3].[C:6]([O:10][C:11]([CH2:13][O:14][N:15]=[C:16]([C:20]1[CH:25]=[CH:24][CH:23]=[C:22]([NH:26][CH:27]=[O:28])[N:21]=1)[C:17]([NH:29][CH:30]1[C:55](=[O:56])[N:32]2[C:33]([C:39]([O:41][CH:42]([C:43]3[CH:44]=[CH:45][CH:46]=[CH:47][CH:48]=3)[C:49]3[CH:54]=[CH:53][CH:52]=[CH:51][CH:50]=3)=[O:40])=[C:34]([CH:37]=[CH2:38])[CH2:35][S:36][C@H:31]12)=[O:19])=[O:12])([CH3:7])([CH3:8])[CH3:9] |f:9.10|. Reported procedure: Vilsmeier reagent, which was prepared from N,N-dimethylformamide (0.37 ml) and phosphorus oxychloride (0.44 ml) in a conventional manner, was suspended in dried tetrahydrofuran (20 ml). 2-(tert-Butoxycarbonylmethoxyimino)-2-(6-formamidopyridin-2-yl)acetic acid (syn isomer) (3.0 g) was added thereto under ice-cooling with stirring, and the stirring was continued at the same temperature for an hour to prepare the activated acid solution. This solution was added at a time to a solution of benzhydry... The reactants are ClC(C)Cl (dichloroethane), C(C1=CC=CC=C1)OC=1C=CC=C2C=CC(=NC12)O (8-Benzyloxy-quinolin-2-ol), CC1(COC1)COC1=CC(=C(C=C1)N)[N+](=O)[O-] (4-(3-Methyl-oxetan-3-ylmethoxy)-2-nitro-phenylamine), C([O-])([O-])=O.[Cs+].[Cs+] (cesium carbonate). The reagents and catalysts are C1=CC=C(C=C1)P(CCP(C2=CC=CC=C2)C3=CC=CC=C3)C4=CC=CC=C4 (DIPHOS), C(C)(=O)[O-].[Pd+2].C(C)(=O)[O-] (Palladium acetate). The solvent is C1(=CC=CC=C1)C (toluene). Run at temperature 100 celsius. The product is C(C1=CC=CC=C1)OC=1C=CC=C2C=CC(=NC12)NC1=C(C=C(C=C1)OCC1(COC1)C)[N+](=O)[O-] ((8-Benzyloxy-quinolin-2-yl)-[4-(3-methyl-oxetan-3-ylmethoxy)-2-nitro-phenyl]-amine). The yield is 71.6%. RXN SMILES: [CH2:1]([O:8][C:9]1[CH:10]=[CH:11][CH:12]=[C:13]2[C:18]=1[N:17]=[C:16](O)[CH:15]=[CH:14]2)[C:2]1[CH:7]=[CH:6][CH:5]=[CH:4][CH:3]=1.[CH3:20][C:21]1([CH2:25][O:26][C:27]2[CH:32]=[CH:31][C:30]([NH2:33])=[C:29]([N+:34]([O-:36])=[O:35])[CH:28]=2)[CH2:24][O:23][CH2:22]1.C(=O)([O-])[O-].[Cs+].[Cs+].ClC(Cl)C>C([O-])(=O)C.[Pd+2].C([O-])(=O)C.C1C=CC(P(C2C=CC=CC=2)CCP(C2C=CC=CC=2)C2C=CC=CC=2)=CC=1.C1(C)C=CC=CC=1>[CH2:1]([O:8][C:9]1[CH:10]=[CH:11][CH:12]=[C:13]2[C:18]=1[N:17]=[C:16]([NH:33][C:30]1[CH:31]=[CH:32][C:27]([O:26][CH2:25][C:21]3([CH3:20])[CH2:22][O:23][CH2:24]3)=[CH:28][C:29]=1[N+:34]([O-:36])=[O:35])[CH:15]=[CH:14]2)[C:2]1[CH:7]=[CH:6][CH:5]=[CH:4][CH:3]=1 |f:2.3.4,6.7.8|. Procedure: The compound, 8-Benzyloxy-quinolin-2-ol (5 g, 18.5 m,mol, 1.0 equivalent), 4-(3-Methyl-oxetan-3-ylmethoxy)-2-nitro-phenylamine (5.3 g, 22.2 mmol, 1.2 equivalents), cesium carbonate (8.46 g, 26 mmol, 1.4 equivalents), DIPHOS (1,2-Bis(diphenylphosphino)ethane; 443 mg, 111 μmol, 0.06 equivalents) and toluene (75 mL, 15 volumes) were charged to a 100 mL round bottom flask. The reaction was deoxygenated. Palladium acetate (83 mg, 37 μmol, 0.02 equivalents) was added and the reaction was deoxygenated ... Starting materials: OCC1=C(C=CC=C1)C(=O)N(CCCCCCCCCCCCCCCCCC)C ([2-(hydroxymethyl)phenyl]-N-methyl-N-octadecylformamide), C1(=CC=C(C=C1)S(=O)(=O)Cl)C (p-toluenesulfonyl chloride), [OH-].[Na+] (sodium hydroxide). Solvent: O1CCOCC1 (1,4-dioxane). Yields the product S(=O)(=O)(C1=CC=C(C)C=C1)OCC1=C(C=CC=C1)C(=O)N(CCCCCCCCCCCCCCCCCC)C ([2-(tosyloxymethyl)phenyl]-N-methyl-N-octadecylformamide). Reaction SMILES: [OH:1][CH2:2][C:3]1[CH:8]=[CH:7][CH:6]=[CH:5][C:4]=1[C:9]([N:11]([CH3:30])[CH2:12][CH2:13][CH2:14][CH2:15][CH2:16][CH2:17][CH2:18][CH2:19][CH2:20][CH2:21][CH2:22][CH2:23][CH2:24][CH2:25][CH2:26][CH2:27][CH2:28][CH3:29])=[O:10].[C:31]1([CH3:41])[CH:36]=[CH:35][C:34]([S:37](Cl)(=[O:39])=[O:38])=[CH:33][CH:32]=1.[OH-].[Na+]>O1CCOCC1>[S:37]([O:1][CH2:2][C:3]1[CH:8]=[CH:7][CH:6]=[CH:5][C:4]=1[C:9]([N:11]([CH3:30])[CH2:12][CH2:13][CH2:14][CH2:15][CH2:16][CH2:17][CH2:18][CH2:19][CH2:20][CH2:21][CH2:22][CH2:23][CH2:24][CH2:25][CH2:26][CH2:27][CH2:28][CH3:29])=[O:10])([C:34]1[CH:35]=[CH:36][C:31]([CH3:41])=[CH:32][CH:33]=1)(=[O:39])=[O:38] |f:2.3|. Procedure details: A solution of [2-(hydroxymethyl)phenyl]-N-methyl-N-octadecylformamide and p-toluenesulfonyl chloride in 1,4-dioxane is added to sodium hydroxide solution and the reaction is effected at room temperature to obtain [2-(tosyloxymethyl)phenyl]-N-methyl-N-octadecylformamide.